From a dataset of the Open Reaction Database (ORD), a public repository of structured organic reaction records. describe an organic reaction: reactants, conditions, products, and yield Starting materials: CC(C)=O, O=C(Cl)c1c(Cl)cccc1Cl, Cl, NC(Cc1ccc(I)cc1)C(=O)O, [Na+], [OH-], O. Yields the product O=C(NC(Cc1ccc(I)cc1)C(=O)O)c1c(Cl)cccc1Cl. RXN SMILES: [CH3:28][C:29](=[O:30])[CH3:31].[Cl:16][c:17]1[c:18]([C:19](=[O:20])[Cl:21])[c:22]([Cl:26])[cH:23][cH:24][cH:25]1.[ClH:27].[I:3][c:4]1[cH:5][cH:6][c:7]([CH2:8][CH:9]([NH2:10])[C:11](=[O:12])[OH:13])[cH:14][cH:15]1.[Na+:2].[OH-:1].[OH2:32]>>[I:3][c:4]1[cH:5][cH:6][c:7]([CH2:8][CH:9]([NH:10][C:19]([c:18]2[c:17]([Cl:16])[cH:25][cH:24][cH:23][c:22]2[Cl:26])=[O:20])[C:11](=[O:12])[OH:13])[cH:14][cH:15]1. The reactants are IC=1C=C(C(=O)Cl)C=CC1C (3-Iodo-4-methylbenzoyl chloride), IC=1C=C(C(=O)O)C=CC1C (3-iodo-4-methylbenzoic acid), O=S(Cl)Cl (SOCl2), CN1CCN(CC1)CC1=C(C=C(N)C=C1)C(F)(F)F (4-((4-methylpiperazin-1-yl)methyl)-3-(trifluoromethyl)aniline), C(C)(C)N(C(C)C)CC (N,N-diisopropylethylamine). Reagents/catalysts: CN(C)C=1C=CN=CC1 (DMAP). The solvent is C1CCOC1 (THF). Reaction conditions: time 2 hour. The product is IC=1C=C(C(=O)NC2=CC(=C(C=C2)CN2CCN(CC2)C)C(F)(F)F)C=CC1C (3-Iodo-4-methyl-N-(4-((4-methylpiperazin-1-yl)methyl)-3-(trifluoromethyl)phenyl)Benzamide). The yield is 58.0%. Reaction SMILES: [I:1][C:2]1[CH:3]=[C:4]([CH:8]=[CH:9][C:10]=1[CH3:11])[C:5](Cl)=[O:6].IC1C=C(C=CC=1C)C(O)=O.O=S(Cl)Cl.[CH3:27][N:28]1[CH2:33][CH2:32][N:31]([CH2:34][C:35]2[CH:41]=[CH:40][C:38]([NH2:39])=[CH:37][C:36]=2[C:42]([F:45])([F:44])[F:43])[CH2:30][CH2:29]1.C(N(CC)C(C)C)(C)C>CN(C1C=CN=CC=1)C.C1COCC1>[I:1][C:2]1[CH:3]=[C:4]([CH:8]=[CH:9][C:10]=1[CH3:11])[C:5]([NH:39][C:38]1[CH:40]=[CH:41][C:35]([CH2:34][N:31]2[CH2:30][CH2:29][N:28]([CH3:27])[CH2:33][CH2:32]2)=[C:36]([C:42]([F:45])([F:44])[F:43])[CH:37]=1)=[O:6]. Procedure: 3-Iodo-4-methylbenzoyl chloride (0.48 g, 1.7 mmol), prepared from the reaction of 3-iodo-4-methylbenzoic acid and SOCl2 (as previously described), was added to a solution of 4-((4-methylpiperazin-1-yl)methyl)-3-(trifluoromethyl)aniline (0.47 g, 1.7 mmol), N,N-diisopropylethylamine (0.26 g, 2.0 mmol), and a catalytic amount of DMAP in THF (10 mL). After stirring at rt for 2 h, the reaction was quenched with water. EtOAc was added and the layers separated. The combined organic layers were concentr...